Dataset: the Open Reaction Database (ORD), a public repository of structured organic reaction records. Task: describe an organic reaction: reactants, conditions, products, and yield Starting materials: ClC1=NC(=C2NC=NC2=N1)N (2-Chloroadenine), BrC=1C=C(CBr)C=CC1 (3-bromobenzyl bromide), C([O-])([O-])=O.[K+].[K+] (potassium carbonate). The product is BrC=1C=C(CN2C3=NC(=NC(=C3N=C2)N)Cl)C=CC1 (9-(3-bromobenzyl)-2-chloro-9H-purin-6-amine). Reaction SMILES: [Cl:1][C:2]1[N:10]=[C:9]2[C:5]([NH:6][CH:7]=[N:8]2)=[C:4]([NH2:11])[N:3]=1.[Br:12][C:13]1[CH:14]=[C:15]([CH:18]=[CH:19][CH:20]=1)[CH2:16]Br.C(=O)([O-])[O-].[K+].[K+]>CN(C=O)C.C(OCC)(=O)C>[Br:12][C:13]1[CH:14]=[C:15]([CH:18]=[CH:19][CH:20]=1)[CH2:16][N:8]1[CH:7]=[N:6][C:5]2[C:9]1=[N:10][C:2]([Cl:1])=[N:3][C:4]=2[NH2:11] |f:2.3.4|. Reported procedure: 2-Chloroadenine (1.53 g, 9.0 mmol), 3-bromobenzyl bromide (2.48 g, 9.92 mmol), potassium carbonate (1.38 g, 10 mmol) were combined in DMF (10 mL) and stirred at ambient temperature overnight. The mixture was diluted with ethyl acetate (200 mL) and washed with water and brine. The organic layer was dried with Na2SO4 and evaporated to dryness. The residue was triturated with diethyl ether/ethyl acetate 4:1 and filtered giving 9-(3-bromobenzyl)-2-chloro-9H-purin-6-amine (Compound 53) (2.3 g) as off... Conditions: time 8 hour. Solvent: CN(C)C=O (DMF), C(C)(=O)OCC (ethyl acetate). Isolated yield 75.5%.